Dataset: the Open Reaction Database (ORD), a public repository of structured organic reaction records. Task: describe an organic reaction: reactants, conditions, products, and yield Reactants: solution, C(CCC)[Li] (n-butyllithium), C(C)(C)NC(C)C (diisopropylamine), C(CC(O)(C(=O)O)CC(=O)O)(=O)O (citric acid), CN(C=O)C (dimethylformamide), C(#N)C=1SC=CC1C (2-cyano-3-methylthiophene). Reaction SMILES: C([Li])CCC.C(NC(C)C)(C)C.[C:13]([C:15]1[S:16][CH:17]=[CH:18][C:19]=1[CH3:20])#[N:14].CN(C)[CH:23]=[O:24].C(O)(=O)CC(CC(O)=O)(C(O)=O)O>CCCCCC.O1CCCC1.O>[CH:23]([C:17]1[S:16][C:15]([C:13]#[N:14])=[C:19]([CH3:20])[CH:18]=1)=[O:24]. Run at temperature -78 celsius, time 45 minute. The solvent is CCCCCC (n-hexane), O1CCCC1 (tetrahydrofuran), O (water), O1CCCC1 (tetrahydrofuran). Procedure details: 112 ml (179 mmol) of a 1.6-molar solution of n-butyllithium in n-hexane were added in the course of 20 minutes to a solution of 25.1 ml (179 mmol) of diisopropylamine in 400 ml of tetrahydrofuran cooled to −78° C. The solution was allowed to come to −35° C., then cooled again to −78° C., and a solution of 20.0 g (162 mmol) of 2-cyano-3-methylthiophene in 80 ml of tetrahydrofuran was slowly added dropwise at this temperature. During this process, the color of the solution changed to dark red. Sti... Yields the product C(=O)C1=CC(=C(S1)C#N)C (5-Formyl-3-methylthiophene-2-carbonitrile).